Dataset: the Open Reaction Database (ORD), a public repository of structured organic reaction records. Task: describe an organic reaction: reactants, conditions, products, and yield Reaction SMILES: [BH4-:16].[CH3:14][NH2:15].[CH3:18][OH:19].[F:1][c:2]1[cH:3][c:4]2[c:5]([s:6][c:7]([CH:10]=[O:11])[c:8]2[CH3:9])[cH:12][cH:13]1.[Na+:17]>>[F:1][c:2]1[cH:3][c:4]2[c:5]([s:6][c:7]([CH2:10][NH:15][CH3:14])[c:8]2[CH3:9])[cH:12][cH:13]1. Yields the product CNCc1sc2ccc(F)cc2c1C. Starting materials: [BH4-], CN, CO, Cc1c(C=O)sc2ccc(F)cc12, [Na+]. Starting materials: C#Cc1ccc(F)cc1, COCOc1cnc(OCc2ccccc2)cc1I, [Cu]I, C1COCCO1, Cl[Pd]Cl, c1ccc(P(c2ccccc2)c2ccccc2)cc1, c1ccc(P(c2ccccc2)c2ccccc2)cc1. The product is COCOc1cnc(OCc2ccccc2)cc1C#Cc1ccc(F)cc1. RXN SMILES: [C:20](#[CH:21])[c:22]1[cH:23][cH:24][c:25]([F:28])[cH:26][cH:27]1.[CH2:1]([c:2]1[cH:3][cH:4][cH:5][cH:6][cH:7]1)[O:8][c:9]1[n:10][cH:11][c:12]([O:16][CH2:17][O:18][CH3:19])[c:13]([I:15])[cH:14]1.[Cu:35][I:36].[O:29]1[CH2:30][CH2:31][O:32][CH2:33][CH2:34]1.[Pd:37]([Cl:38])[Cl:39].[c:40]1([P:41]([c:42]2[cH:43][cH:44][cH:45][cH:46][cH:47]2)[c:48]2[cH:49][cH:50][cH:51][cH:52][cH:53]2)[cH:54][cH:55][cH:56][cH:57][cH:58]1.[c:59]1([P:60]([c:61]2[cH:62][cH:63][cH:64][cH:65][cH:66]2)[c:67]2[cH:68][cH:69][cH:70][cH:71][cH:72]2)[cH:73][cH:74][cH:75][cH:76][cH:77]1>>[CH2:1]([c:2]1[cH:3][cH:4][cH:5][cH:6][cH:7]1)[O:8][c:9]1[n:10][cH:11][c:12]([O:16][CH2:17][O:18][CH3:19])[c:13]([C:21]#[C:20][c:22]2[cH:23][cH:24][c:25]([F:28])[cH:26][cH:27]2)[cH:14]1.